Dataset: the Open Reaction Database (ORD), a public repository of structured organic reaction records. Task: describe an organic reaction: reactants, conditions, products, and yield As a reaction SMILES: [C:1]([CH3:2])([CH3:3])([CH3:4])[c:5]1[n:6][c:7]([Cl:15])[c:8]2[n:9]([cH:10]1)[c:11](=[O:14])[nH:12][n:13]2.[CH3:16][N:17]([CH2:18][CH2:19][CH2:20][NH2:21])[CH3:22].[O:23]=[CH:24][N:25]([CH3:26])[CH3:27]>>[C:1]([CH3:2])([CH3:3])([CH3:4])[c:5]1[n:6][c:7]([NH:21][CH2:20][CH2:19][CH2:18][N:17]([CH3:16])[CH3:22])[c:8]2[n:9]([cH:10]1)[c:11](=[O:14])[nH:12][n:13]2. Starting materials: CC(C)(C)c1cn2c(=O)[nH]nc2c(Cl)n1, CN(C)CCCN, CN(C)C=O. Yields the product CN(C)CCCNc1nc(C(C)(C)C)cn2c(=O)[nH]nc12. Starting materials: COCCOC, CCC(O)(c1cn(Cc2ccc3c(-c4ccc(F)cc4)cc(Cl)nc3c2)nn1)C(F)(F)F, [Na+], [Na+], O=C([O-])[O-], OB(O)c1ccccc1, c1ccc(P(c2ccccc2)(c2ccccc2)[Pd](P(c2ccccc2)(c2ccccc2)c2ccccc2)(P(c2ccccc2)(c2ccccc2)c2ccccc2)P(c2ccccc2)(c2ccccc2)c2ccccc2)cc1. The product is CCC(O)(c1cn(Cc2ccc3c(-c4ccc(F)cc4)cc(-c4ccccc4)nc3c2)nn1)C(F)(F)F. Reaction SMILES: [CH3:48][O:49][CH2:50][CH2:51][O:52][CH3:53].[Cl:1][c:2]1[n:3][c:4]2[cH:5][c:6]([CH2:19][n:20]3[n:21][n:22][c:23]([C:25]([C:26]([F:27])([F:28])[F:29])([CH2:30][CH3:31])[OH:32])[cH:24]3)[cH:7][cH:8][c:9]2[c:10](-[c:12]2[cH:13][cH:14][c:15]([F:18])[cH:16][cH:17]2)[cH:11]1.[Na+:42].[Na+:43].[O-:44][C:45](=[O:46])[O-:47].[OH:33][B:34]([OH:35])[c:36]1[cH:37][cH:38][cH:39][cH:40][cH:41]1.[cH:54]1[cH:55][cH:56][c:57]([P:58]([Pd:59]([P:60]([c:61]2[cH:62][cH:63][cH:64][cH:65][cH:66]2)([c:67]2[cH:68][cH:69][cH:70][cH:71][cH:72]2)[c:73]2[cH:74][cH:75][cH:76][cH:77][cH:78]2)([P:79]([c:80]2[cH:81][cH:82][cH:83][cH:84][cH:85]2)([c:86]2[cH:87][cH:88][cH:89][cH:90][cH:91]2)[c:92]2[cH:93][cH:94][cH:95][cH:96][cH:97]2)[P:98]([c:99]2[cH:100][cH:101][cH:102][cH:103][cH:104]2)([c:105]2[cH:106][cH:107][cH:108][cH:109][cH:110]2)[c:111]2[cH:112][cH:113][cH:114][cH:115][cH:116]2)([c:117]2[cH:118][cH:119][cH:120][cH:121][cH:122]2)[c:123]2[cH:124][cH:125][cH:126][cH:127][cH:128]2)[cH:129][cH:130]1>>[c:2]1(-[c:36]2[cH:37][cH:38][cH:39][cH:40][cH:41]2)[n:3][c:4]2[cH:5][c:6]([CH2:19][n:20]3[n:21][n:22][c:23]([C:25]([C:26]([F:27])([F:28])[F:29])([CH2:30][CH3:31])[OH:32])[cH:24]3)[cH:7][cH:8][c:9]2[c:10](-[c:12]2[cH:13][cH:14][c:15]([F:18])[cH:16][cH:17]2)[cH:11]1. The reactants are OC=1C=CC(=C(C=O)C1)[N+](=O)[O-] (5-hydroxy-2-nitrobenzaldehyde), C(C)(=O)OCCCCCCCl (6-chlorohexanol acetate), [I-].[K+] (potassium iodide), C([O-])([O-])=O.[K+].[K+] (potassium carbonate). Solvent: CN(C)C=O (DMF). Conditions: temperature 100 celsius. Product: C(C)(=O)OCCCCCCOC=1C=CC(=C(C=O)C1)[N+](=O)[O-] (5-(6-acetoxyhexyl)oxy-2-nitrobenzaldehyde). Yield: 87.7%. RXN SMILES: [OH:1][C:2]1[CH:3]=[CH:4][C:5]([N+:10]([O-:12])=[O:11])=[C:6]([CH:9]=1)[CH:7]=[O:8].[C:13]([O:16][CH2:17][CH2:18][CH2:19][CH2:20][CH2:21][CH2:22]Cl)(=[O:15])[CH3:14].[I-].[K+].C(=O)([O-])[O-].[K+].[K+]>CN(C=O)C>[C:13]([O:16][CH2:17][CH2:18][CH2:19][CH2:20][CH2:21][CH2:22][O:1][C:2]1[CH:3]=[CH:4][C:5]([N+:10]([O-:12])=[O:11])=[C:6]([CH:9]=1)[CH:7]=[O:8])(=[O:15])[CH3:14] |f:2.3,4.5.6|. Reported procedure: A mixture of 50 g (300 mmol) of 5-hydroxy-2-nitrobenzaldehyde, 59 g (330 mmol) 6-chlorohexanol acetate, 5 g of potassium iodide, and 50 g of potassium carbonate in 500 ml of dry DMF was heated to 100° C. under dry nitrogen for 3 h. The reaction was cooled, filtered and evaporated to a dark oil. The crude product was dissolved in 500 ml of ethyl acetate, and the organic layer was washed twice with 300 ml of saturated sodium carbonate, and twice with 300 ml of brine, dried filtered and evaporated.... Starting materials: Cc1cc(-c2noc(-c3ccc(OC(C)C)cc3)n2)cc(C)c1OCC1CO1, CO, N. Product: Cc1cc(-c2noc(-c3ccc(OC(C)C)cc3)n2)cc(C)c1OCC(O)CN. As a reaction SMILES: [CH3:1][c:2]1[cH:3][c:4](-[c:14]2[n:15][o:16][c:17](-[c:19]3[cH:20][cH:21][c:22]([O:25][CH:26]([CH3:27])[CH3:28])[cH:23][cH:24]3)[n:18]2)[cH:5][c:6]([CH3:13])[c:7]1[O:8][CH2:9][CH:10]1[O:11][CH2:12]1.[CH3:30][OH:31].[NH3:29]>>[CH3:1][c:2]1[cH:3][c:4](-[c:14]2[n:15][o:16][c:17](-[c:19]3[cH:20][cH:21][c:22]([O:25][CH:26]([CH3:27])[CH3:28])[cH:23][cH:24]3)[n:18]2)[cH:5][c:6]([CH3:13])[c:7]1[O:8][CH2:9][CH:10]([OH:11])[CH2:12][NH2:29]. Yields the product CCOC(=O)C(Cl)Cc1ccc(OCC2(C)CC(=O)c3c(C)c(OCC(=O)OC(C)(C)C)c(C)c(C)c3O2)cc1. Reactants: C=CC(=O)OCC, CC(C)=O, Cl, O=N[O-], Cc1c(C)c2c(c(C)c1OCC(=O)OC(C)(C)C)C(=O)CC(C)(COc1ccc(N)cc1)O2, [Na+], O. Reaction SMILES: [C:6]([CH:7]=[CH2:8])(=[O:9])[O:10][CH2:11][CH3:12].[CH3:47][C:48](=[O:49])[CH3:50].[ClH:1].[N:2]([O-:3])=[O:4].[NH2:13][c:14]1[cH:15][cH:16][c:17]([O:18][CH2:19][C:20]2([CH3:43])[O:21][c:22]3[c:23]([CH3:42])[c:24]([CH3:41])[c:25]([O:32][CH2:33][C:34](=[O:35])[O:36][C:37]([CH3:38])([CH3:39])[CH3:40])[c:26]([CH3:31])[c:27]3[C:28](=[O:30])[CH2:29]2)[cH:44][cH:45]1.[Na+:5].[OH2:46]>>[Cl:1][CH:7]([C:6](=[O:9])[O:10][CH2:11][CH3:12])[CH2:8][c:14]1[cH:15][cH:16][c:17]([O:18][CH2:19][C:20]2([CH3:43])[O:21][c:22]3[c:23]([CH3:42])[c:24]([CH3:41])[c:25]([O:32][CH2:33][C:34](=[O:35])[O:36][C:37]([CH3:38])([CH3:39])[CH3:40])[c:26]([CH3:31])[c:27]3[C:28](=[O:30])[CH2:29]2)[cH:44][cH:45]1. Starting materials: CC(C)(C)OC(=O)NC(Cc1ccc(F)cc1)C(=O)N(CC(=O)OCc1ccccc1)Cc1ccccc1, ClCCl, Cl, C1COCCO1. Product: O=C1CN(Cc2ccccc2)C(=O)C(Cc2ccc(F)cc2)N1. Reaction SMILES: [CH2:1]([c:2]1[cH:3][cH:4][cH:5][cH:6][cH:7]1)[N:8]([C:9]([CH:10]([CH2:11][c:12]1[cH:13][cH:14][c:15]([F:18])[cH:16][cH:17]1)[NH:19][C:32]([O:33][C:34]([CH3:35])([CH3:36])[CH3:37])=[O:38])=[O:27])[CH2:28][C:29](=[O:30])[O:31][CH2:20][c:21]1[cH:22][cH:23][cH:24][cH:25][cH:26]1.[Cl:40][CH2:41][Cl:42].[ClH:39].[O:43]1[CH2:44][CH2:45][O:46][CH2:47][CH2:48]1>>[CH2:1]([c:2]1[cH:3][cH:4][cH:5][cH:6][cH:7]1)[N:8]1[C:9](=[O:27])[CH:10]([CH2:11][c:12]2[cH:13][cH:14][c:15]([F:18])[cH:16][cH:17]2)[NH:19][C:29](=[O:31])[CH2:28]1.